From a dataset of the Open Reaction Database (ORD), a public repository of structured organic reaction records. describe an organic reaction: reactants, conditions, products, and yield Starting materials: CCCCO, CCCCC(=O)CCCC, Cl, NC(Cc1c[nH]c2ccccc12)c1nc(-c2ccccc2)cs1. Product: CCCCC1(CCCC)NC(c2nc(-c3ccccc3)cs2)Cc2c1[nH]c1ccccc21. As a reaction SMILES: [CH2:35]([OH:36])[CH2:37][CH2:38][CH3:39].[CH3:25][CH2:26][CH2:27][CH2:28][C:29]([CH2:30][CH2:31][CH2:32][CH3:33])=[O:34].[ClH:1].[nH:2]1[cH:3][c:4]([CH2:11][CH:12]([NH2:13])[c:14]2[s:15][cH:16][c:17](-[c:19]3[cH:20][cH:21][cH:22][cH:23][cH:24]3)[n:18]2)[c:5]2[cH:6][cH:7][cH:8][cH:9][c:10]12>>[nH:2]1[c:3]2[c:4]([c:5]3[cH:6][cH:7][cH:8][cH:9][c:10]13)[CH2:11][CH:12]([c:14]1[s:15][cH:16][c:17](-[c:19]3[cH:20][cH:21][cH:22][cH:23][cH:24]3)[n:18]1)[NH:13][C:29]2([CH2:28][CH2:27][CH2:26][CH3:25])[CH2:30][CH2:31][CH2:32][CH3:33]. The reactants are CC(C)=O, Clc1nnc(Cc2ccncc2)c2ccccc12, [I-], I, [Na+]. Yields the product Ic1nnc(Cc2ccncc2)c2ccccc12. RXN SMILES: [CH3:22][C:23](=[O:24])[CH3:25].[Cl:1][c:2]1[n:3][n:4][c:5]([CH2:12][c:13]2[cH:14][cH:15][n:16][cH:17][cH:18]2)[c:6]2[cH:7][cH:8][cH:9][cH:10][c:11]12.[I-:19].[IH:21].[Na+:20]>>[c:2]1([I:19])[n:3][n:4][c:5]([CH2:12][c:13]2[cH:14][cH:15][n:16][cH:17][cH:18]2)[c:6]2[cH:7][cH:8][cH:9][cH:10][c:11]12. The reactants are CN(C)c1cccc(Nc2c(C#N)cnc3ccc([N+](=O)[O-])cc23)c1, CCO, NN. The product is CN(C)c1cccc(Nc2c(C#N)cnc3ccc(N)cc23)c1. RXN SMILES: [CH3:1][N:2]([c:3]1[cH:4][c:5]([NH:9][c:10]2[c:11]([C:23]#[N:24])[cH:12][n:13][c:14]3[cH:15][cH:16][c:17]([N+:20]([O-:21])=[O:22])[cH:18][c:19]23)[cH:6][cH:7][cH:8]1)[CH3:25].[CH3:28][CH2:29][OH:30].[NH2:26][NH2:27]>>[CH3:1][N:2]([c:3]1[cH:4][c:5]([NH:9][c:10]2[c:11]([C:23]#[N:24])[cH:12][n:13][c:14]3[cH:15][cH:16][c:17]([NH2:20])[cH:18][c:19]23)[cH:6][cH:7][cH:8]1)[CH3:25]. Solvent: O (Water), hexanes. The yield is 88.0%. Run at temperature -70 celsius, time 2 minute. The product is CC1=CC=C(S1)C=CC=1C2=C(SC1)C=CC=C2 (3-[2-(5-Methyl-2-thienyl)ethenyl]benzo[b]thiophene). Reaction SMILES: Br[C:2]1[S:6][C:5]([CH:7]=[CH:8][C:9]2[C:10]3[CH:17]=[CH:16][CH:15]=[CH:14][C:11]=3[S:12][CH:13]=2)=[CH:4][CH:3]=1.[CH3:18]COCC.C([Li])CCC.CI>O>[CH3:18][C:2]1[S:6][C:5]([CH:7]=[CH:8][C:9]2[C:10]3[CH:17]=[CH:16][CH:15]=[CH:14][C:11]=3[S:12][CH:13]=2)=[CH:4][CH:3]=1. The reactants are CI (Methyl iodide), BrC1=CC=C(S1)C=CC=1C2=C(SC1)C=CC=C2 (3-[2-(5-bromo-2-thienyl)ethenyl]-benzo[b]thiophene), CCOCC (ether), C(CCC)[Li] (n-butyllithium), solution. Procedure: To a chilled (-70° C.), stirred solution of 3-[2-(5-bromo-2-thienyl)ethenyl]-benzo[b]thiophene (5.00 g) and ether (250 ml) was added n-butyllithium (6.8 ml of a 2.5M solution in hexanes), under nitrogen, over 2 mins. The mixture was stirred and chilled for 1.5 hrs. Methyl iodide (8.83 g) was added, and the mixture was allowed to warm to ambient temperature, with stirring, overnight. Water (200 ml) was added. The mixture was agitated, and the organic phase was separated. The organic phase was was... The yield is 8.7%. Product: C1(CCCC1)CCC1=NC=2C(=NC=CC2)N1C1=CC=C(C=C1)CCNCC(COC1=CC=CC=2NC(NC21)=O)O (4-[3-(2-{4-[2-(2-Cyclopentyl-ethyl)-imidazo[4,5-b]pyridin-3-yl]-phenyl}-ethylamino) -2-hydroxy-propoxy]-1,3-dihydro-benzoimidazol-2-one). RXN SMILES: [CH:1]1([CH2:6][CH2:7][C:8]2[N:16]([C:17]3[CH:25]=[CH:24][C:20]([CH2:21][CH2:22][NH2:23])=[CH:19][CH:18]=3)[C:11]3=[N:12][CH:13]=[CH:14][CH:15]=[C:10]3[N:9]=2)[CH2:5][CH2:4][CH2:3][CH2:2]1.[O:26]1[CH2:28][C@H:27]1[CH2:29][O:30][C:31]1[C:39]2[NH:38][C:37](=[O:40])[NH:36][C:35]=2[CH:34]=[CH:33][CH:32]=1>C(Cl)(Cl)Cl.CO>[CH:1]1([CH2:6][CH2:7][C:8]2[N:16]([C:17]3[CH:25]=[CH:24][C:20]([CH2:21][CH2:22][NH:23][CH2:28][CH:27]([OH:26])[CH2:29][O:30][C:31]4[C:39]5[NH:38][C:37](=[O:40])[NH:36][C:35]=5[CH:34]=[CH:33][CH:32]=4)=[CH:19][CH:18]=3)[C:11]3=[N:12][CH:13]=[CH:14][CH:15]=[C:10]3[N:9]=2)[CH2:5][CH2:4][CH2:3][CH2:2]1 |f:2.3|. The reactants are C1(CCCC1)CCC1=NC=2C(=NC=CC2)N1C1=CC=C(CCN)C=C1 (4-[2-(2-Cyclopentylethyl)-3H-imidazo[4,5-b]pyridin-3-yl]phenethylamine), O1[C@@H](C1)COC1=CC=CC=2NC(NC21)=O (4-[(2S)oxiranylmethoxy]-1,3-dihydro-2H-benzimidazol-2-one). Procedure details: 4-[2-(2-Cyclopentylethyl)-3H-imidazo[4,5-b]pyridin-3-yl]phenethylamine (0.229 g, 0.68 mmol) was reacted with 4-[(2S)oxiranylmethoxy]-1,3-dihydro-2H-benzimidazol-2-one (0.141 g, 0.68 mmol) according to Procedure G (eluant: 20:1 going to 5:1 chloroform-methanol containing 1% ammonium hydroxide) to give the title compound (0.032 g, 0.059 mmol). Run in C(Cl)(Cl)Cl.CO (chloroform methanol). Reactants: C(C)(=O)OC(C)=O (Acetic anhydride), C1(CC1)NC1=CC=NC2=CC=CC=C12 (cyclopropyl-quinolin-4-yl-amine), N1=CC=CC=C1 (pyridine). Yields the product C1(CC1)C(C(=O)N)C1=CC=NC2=CC=CC=C12 (cyclopropyl-quinolin-4-yl-acetamide). Isolated yield 98.7%. RXN SMILES: C(OC(=O)C)(=[O:3])C.C1(N[C:12]2[C:21]3[C:16](=[CH:17][CH:18]=[CH:19][CH:20]=3)[N:15]=[CH:14][CH:13]=2)CC1.[N:22]1[CH:27]=[CH:26][CH:25]=[CH:24][CH:23]=1>>[CH:25]1([CH:26]([C:12]2[C:21]3[C:16](=[CH:17][CH:18]=[CH:19][CH:20]=3)[N:15]=[CH:14][CH:13]=2)[C:27]([NH2:22])=[O:3])[CH2:23][CH2:24]1. Reported procedure: Acetic anhydride (18.3 g) was added to a solution of cyclopropyl-quinolin-4-yl-amine (6.6 g) in pyridine (50 ml) and the mixture was heated under reflux over night. After cooling, the solvent was removed under reduce pressure and then the mixture was washed with dichloromethane (200 ml) and an aqueous solution of sodium carbonate (200 ml). The organic layer was separated and dried over sodium sulfate. The solvent was removed under reduce pressure and the crude compound was purified by flash chro... Starting materials: C1CCOC1, [Li]CCCC, Fc1ccc(-n2ncc3cc(I)ccc32)cc1, O=C1CCCCC1. Product: OC1(c2ccc3c(cnn3-c3ccc(F)cc3)c2)CCCCC1. RXN SMILES: [CH2:30]1[O:31][CH2:32][CH2:33][CH2:34]1.[CH3:18][CH2:19][CH2:20][CH2:21][Li:22].[F:1][c:2]1[cH:3][cH:4][c:5](-[n:8]2[n:9][cH:10][c:11]3[cH:12][c:13]([I:17])[cH:14][cH:15][c:16]23)[cH:6][cH:7]1.[O:23]=[C:24]1[CH2:25][CH2:26][CH2:27][CH2:28][CH2:29]1>>[F:1][c:2]1[cH:3][cH:4][c:5](-[n:8]2[n:9][cH:10][c:11]3[cH:12][c:13]([C:24]4([OH:23])[CH2:25][CH2:26][CH2:27][CH2:28][CH2:29]4)[cH:14][cH:15][c:16]23)[cH:6][cH:7]1.